describe an organic reaction: reactants, conditions, products, and yield From a dataset of the Open Reaction Database (ORD), a public repository of structured organic reaction records. The reactants are Br, O=C([O-])[O-], CN(C)C=O, CCOC(C)=O, Cl, [Cs+], [Cs+], O=S(=O)(OCC(F)(F)F)C(F)(F)F, CC(C(=O)O)n1ccc2ncc(O)cc2c1=O. Product: Cl, CC(C(=O)O)n1ccc2ncc(OCC(F)(F)F)cc2c1=O. As a reaction SMILES: [BrH:1].[C:19](=[O:20])([O-:21])[O-:22].[CH3:38][N:39]([CH3:40])[CH:41]=[O:42].[CH3:44][CH2:45][O:46][C:47]([CH3:48])=[O:49].[ClH:43].[Cs+:23].[Cs+:24].[F:25][C:26]([F:27])([F:28])[S:29]([O:30][CH2:31][C:32]([F:33])([F:34])[F:35])(=[O:36])=[O:37].[OH:2][c:3]1[cH:4][n:5][c:6]2[cH:7][cH:8][n:9]([CH:14]([C:15](=[O:16])[OH:17])[CH3:18])[c:10](=[O:13])[c:11]2[cH:12]1>>[ClH:43].[O:2]([c:3]1[cH:4][n:5][c:6]2[cH:7][cH:8][n:9]([CH:14]([C:15](=[O:16])[OH:17])[CH3:18])[c:10](=[O:13])[c:11]2[cH:12]1)[CH2:31][C:32]([F:33])([F:34])[F:35]. The reactants are O=C([O-])[O-], CC#N, [K+], [K+], CC12CCC(=O)C=C1CCC1C2=CCC2(C)C1CCC2(O)C(=O)CI, c1ccc(N2CCNCC2)nc1. The product is CC12CCC(=O)C=C1CCC1C2=CCC2(C)C1CCC2(O)C(=O)CN1CCN(c2ccccn2)CC1. As a reaction SMILES: [C:38](=[O:39])([O-:40])[O-:41].[CH3:44][C:45]#[N:46].[K+:42].[K+:43].[OH:1][C:2]1([C:3]([CH2:4][I:5])=[O:6])[CH2:7][CH2:8][CH:9]2[CH:10]3[CH2:11][CH2:12][C:13]4=[CH:14][C:15](=[O:25])[CH2:16][CH2:17][C:18]4([CH3:19])[C:20]3=[CH:21][CH2:22][C:23]12[CH3:24].[n:26]1[c:27]([N:32]2[CH2:33][CH2:34][NH:35][CH2:36][CH2:37]2)[cH:28][cH:29][cH:30][cH:31]1>>[OH:1][C:2]1([C:3]([CH2:4][N:35]2[CH2:34][CH2:33][N:32]([c:27]3[n:26][cH:31][cH:30][cH:29][cH:28]3)[CH2:37][CH2:36]2)=[O:6])[CH2:7][CH2:8][CH:9]2[CH:10]3[CH2:11][CH2:12][C:13]4=[CH:14][C:15](=[O:25])[CH2:16][CH2:17][C:18]4([CH3:19])[C:20]3=[CH:21][CH2:22][C:23]12[CH3:24]. The reactants are C(C1=CC=CC=C1)N1C[C@H]2[C@@H](C1)[C@@H](CC2)NC([C@H](CC(C)C)N2CCOCC2)=O ((S)—N-((3aS,4R,6aR)-2-benzyloctahydrocyclopenta[c]pyrrol-4-yl)-4-methyl-2-morpholinopentanamide), CS(=O)(=O)Cl (methanesulfonyl chloride), FC(C=1C=C(C=CC1)S(=O)(=O)Cl)(F)F (3-(trifluoromethyl)benzene-1-sulfonyl chloride). Yields the product CC(C[C@@H](C(=O)N[C@@H]1CC[C@H]2CN(C[C@H]21)S(=O)(=O)C)N2CCCC2)C ((2S)-4-methyl-N-[(3aS,4R,6aR)-2-(methylsulfonyl)octahydrocyclopenta[c]pyrrol-4-yl]-2-pyrrolidin-1-ylpentanamide). As a reaction SMILES: C([N:8]1[CH2:12][C@H:11]2[C@H:13]([NH:16][C:17](=[O:29])[C@@H:18]([N:23]3[CH2:28][CH2:27]O[CH2:25][CH2:24]3)[CH2:19][CH:20]([CH3:22])[CH3:21])[CH2:14][CH2:15][C@H:10]2[CH2:9]1)C1C=CC=CC=1.[CH3:30][S:31](Cl)(=[O:33])=[O:32].FC(F)(F)C1C=C(S(Cl)(=O)=O)C=CC=1>>[CH3:21][CH:20]([CH3:22])[CH2:19][C@H:18]([N:23]1[CH2:28][CH2:27][CH2:25][CH2:24]1)[C:17]([NH:16][C@H:13]1[C@H:11]2[C@H:10]([CH2:9][N:8]([S:31]([CH3:30])(=[O:33])=[O:32])[CH2:12]2)[CH2:15][CH2:14]1)=[O:29]. Procedure details: The title compound was prepared by substituting (2S)—N-[(3aS,4R,6aR)-2-benzyloctahydrocyclopenta[c]pyrrol-4-yl]-4-methyl-2-pyrrolidin-1-ylpentanamide from Example 250 for (S)—N-((3aS,4R,6aR)-2-benzyloctahydrocyclopenta[c]pyrrol-4-yl)-4-methyl-2-morpholinopentanamide and methanesulfonyl chloride for 3-(trifluoromethyl)benzene-1-sulfonyl chloride in the procedures described in Example 319: 1H NMR (500 MHz, pyridine-d5) δ ppm 8.24-8.26 (m, 1H), 4.35 (p, J=6.8 Hz, 1H), 3.79 (dd, J=9.9, 2.6 Hz, 1H), ... Reactants: CC(C)(C)OC(=O)NCCCCC(=O)O, Nc1cccc(C(=O)O)c1. The product is CC(C)(C)OC(=O)NCCCCC(=O)Nc1cccc(C(=O)O)c1. RXN SMILES: [C:1]([CH3:2])([CH3:3])([CH3:4])[O:5][C:6](=[O:7])[NH:8][CH2:9][CH2:10][CH2:11][CH2:12][C:13](=[O:14])[OH:15].[NH2:16][c:17]1[cH:18][c:19]([C:20](=[O:21])[OH:22])[cH:23][cH:24][cH:25]1>>[C:1]([CH3:2])([CH3:3])([CH3:4])[O:5][C:6](=[O:7])[NH:8][CH2:9][CH2:10][CH2:11][CH2:12][C:13](=[O:15])[NH:16][c:17]1[cH:18][c:19]([C:20](=[O:21])[OH:22])[cH:23][cH:24][cH:25]1. Reactants: FC(C=1C=C(OC2=NC=NC3=C(C=CC=C23)N)C=CC1)(F)F (4-(3-(trifluoromethyl)phenoxy)quinazolin-8-amine), CCN(C(C)C)C(C)C (DIPEA), ClC1=C(C(=O)O)C=C(C=C1)CNC(C(C)(C)C)=O (2-chloro-5-(pivalamidomethyl)benzoic acid), C(C(=O)Cl)(=O)Cl (oxalyl chloride). Reagents/catalysts: CN(C)C=O (DMF). The solvent is C(Cl)Cl (CH2Cl2). Yields the product ClC1=C(C(=O)NC=2C=CC=C3C(=NC=NC23)OC2=CC(=CC=C2)C(F)(F)F)C=C(C=C1)CNC(C(C)(C)C)=O (2-Chloro-5-(pivalamidomethyl)-N-(4-(3-(trifluoromethyl)phenoxy)quinazolin-8-yl)benzamide). Isolated yield 32.8%. RXN SMILES: [F:1][C:2]([F:22])([F:21])[C:3]1[CH:4]=[C:5]([CH:18]=[CH:19][CH:20]=1)[O:6][C:7]1[C:16]2[C:11](=[C:12]([NH2:17])[CH:13]=[CH:14][CH:15]=2)[N:10]=[CH:9][N:8]=1.[Cl:23][C:24]1[CH:32]=[CH:31][C:30]([CH2:33][NH:34][C:35](=[O:40])[C:36]([CH3:39])([CH3:38])[CH3:37])=[CH:29][C:25]=1[C:26](O)=[O:27].C(Cl)(=O)C(Cl)=O.CCN(C(C)C)C(C)C>CN(C=O)C.C(Cl)Cl>[Cl:23][C:24]1[CH:32]=[CH:31][C:30]([CH2:33][NH:34][C:35](=[O:40])[C:36]([CH3:38])([CH3:37])[CH3:39])=[CH:29][C:25]=1[C:26]([NH:17][C:12]1[CH:13]=[CH:14][CH:15]=[C:16]2[C:11]=1[N:10]=[CH:9][N:8]=[C:7]2[O:6][C:5]1[CH:18]=[CH:19][CH:20]=[C:3]([C:2]([F:1])([F:21])[F:22])[CH:4]=1)=[O:27]. Procedure details: The title compound was prepared following the procedure described in Example-1 using 4-(3-(trifluoromethyl)phenoxy)quinazolin-8-amine (Intermediate-8, 50 mg, 0.164 mmol), 2-chloro-5-(pivalamidomethyl)benzoic acid (Intermediate-5, 88 mg, 0.326 mmol), oxalyl chloride (59 mg, 0.47 mmol), DMF (1 drop) and DIPEA (63 mg, 0.49 mmol) in CH2Cl2 (2 mL) to afford 30 mg of the title product. 1H NMR (300 MHz, DMSO-d6): δ 10.35 (s, 1H), 8.92 (d, 1H), 8.77 (s, 1H), 8.13 (d, J=7.8 Hz, 1H), 7.85 (m, 2H), 7.73 (s... The reactants are CC([C@H](NC(=O)OCCCC=C)C(=O)O)(C)C (3-methyl-N-[(pent-4-enyloxy)carbonyl]-L-valine), C(CCC#C)O (pent-4-yn-1-ol). Yields the product CC([C@H](NC(=O)OCCCC#C)C(=O)O)(C)C (3-Methyl-N-[(pent-4-yn-1-yloxy)carbonyl]-L-valine). As a reaction SMILES: [CH3:1][C:2]([CH3:17])([CH3:16])[C@@H:3]([C:13]([OH:15])=[O:14])[NH:4][C:5]([O:7][CH2:8][CH2:9][CH2:10][CH:11]=[CH2:12])=[O:6].C(O)CCC#C>>[CH3:1][C:2]([CH3:17])([CH3:16])[C@@H:3]([C:13]([OH:15])=[O:14])[NH:4][C:5]([O:7][CH2:8][CH2:9][CH2:10][C:11]#[CH:12])=[O:6]. Procedure details: 3-Methyl-N-[(pent-4-yn-1-yloxy)carbonyl]-L-valine was prepared according to the procedure for 3-methyl-N-[(pent-4-enyloxy)carbonyl]-L-valine by using pent-4-yn-1-ol instead of 4-pentenol. LRMS (ESI) m/z 242.2 [(M+H)+; calcd for C12H20NO4: 242.1]. Starting materials: C(C1=CC=CC=C1)N1CCC(CC1)NC(CNC(=O)OC(C)(C)C)=O (1-benzyl-4-{N-(tert-butoxycarbonyl)glycyl}aminopiperidine), Cl (HCl). Solvent: CO (methanol), O1CCOCC1 (dioxane). Run at time 2 hour. Yields the product ClC1=CC=C(CN2CCC(CC2)NC(CN)=O)C=C1 (1-(4-chlorobenzyl)-4-(glycylamino)piperidine). Isolated yield 83.0%. Reaction SMILES: [CH2:1]([N:8]1[CH2:13][CH2:12][CH:11]([NH:14][C:15](=[O:25])[CH2:16][NH:17]C(OC(C)(C)C)=O)[CH2:10][CH2:9]1)[C:2]1[CH:7]=[CH:6][CH:5]=[CH:4][CH:3]=1.[ClH:26]>CO.O1CCOCC1>[Cl:26][C:5]1[CH:6]=[CH:7][C:2]([CH2:1][N:8]2[CH2:13][CH2:12][CH:11]([NH:14][C:15](=[O:25])[CH2:16][NH2:17])[CH2:10][CH2:9]2)=[CH:3][CH:4]=1. Reported procedure: To a solution of 1-benzyl-4-{N-(tert-butoxycarbonyl)glycyl}aminopiperidine (6.59 g) in methanol (80 mL) was added 4 N HCl in dioxane (19 mL). The solution was stirred at room temperature for 2 h. The reaction mixture was concentrated and 2 N aqueous NaOH solution (20 mL) was added. The mixture was extracted with dichloromethane (40 mL×3), and the combined extracts were dried over anhydrous sodium sulfate and concentrated. Column chromatography (SiO2, AcOEt/MeOH/Et3N=85/12/3) gave 1-(4-chlorobenz... Starting materials: O[C@@H]1C[C@@H]2[C@@](N=C(SC2)NC(C2=CC=CC=C2)=O)(C1)C=1C=C(C=CC1)C1=CC(=CC=C1)OC (N-((4aR,6R,7aS)-6-hydroxy-7a-(3′-methoxybiphenyl-3-yl)-4,4a,5,6,7,7a-hexahydrocyclopenta[d][1,3]thiazin-2-yl)benzamide), ClCOC (chloromethoxymethane), C(C)(C)N(CC)C(C)C (diisopropylethylamine). The solvent is ClCCl (dichloromethane), ClCCl (dichloromethane). Conditions: temperature 0 celsius, time 1 hour. The product is COC=1C=C(C=CC1)C1=CC(=CC=C1)[C@@]12N=C(SC[C@@H]1C[C@H](C2)OCOC)NC(C2=CC=CC=C2)=O (N-((4aR,6R,7aS)-7a-(3′-Methoxybiphenyl-3-yl)-6-(methoxymethoxy)-4,4a,5,6,7,7a-hexahydrocyclopenta[d][1,3]thiazin-2-yl)benzamide). Yield: 93.0%. As a reaction SMILES: [OH:1][C@H:2]1[CH2:19][C@:5]2([C:20]3[CH:21]=[C:22]([C:26]4[CH:31]=[CH:30][CH:29]=[C:28]([O:32][CH3:33])[CH:27]=4)[CH:23]=[CH:24][CH:25]=3)[N:6]=[C:7]([NH:10][C:11](=[O:18])[C:12]3[CH:17]=[CH:16][CH:15]=[CH:14][CH:13]=3)[S:8][CH2:9][C@@H:4]2[CH2:3]1.Cl[CH2:35][O:36][CH3:37].C(N(C(C)C)CC)(C)C>ClCCl>[CH3:33][O:32][C:28]1[CH:27]=[C:26]([C:22]2[CH:23]=[CH:24][CH:25]=[C:20]([C@:5]34[CH2:19][C@H:2]([O:1][CH2:35][O:36][CH3:37])[CH2:3][C@H:4]3[CH2:9][S:8][C:7]([NH:10][C:11](=[O:18])[C:12]3[CH:13]=[CH:14][CH:15]=[CH:16][CH:17]=3)=[N:6]4)[CH:21]=2)[CH:31]=[CH:30][CH:29]=1. Reported procedure: To a stirred 0° C. solution of N-((4aR,6R,7aS)-6-hydroxy-7a-(3′-methoxybiphenyl-3-yl)-4,4a,5,6,7,7a-hexahydrocyclopenta[d][1,3]thiazin-2-yl)benzamide (0.087 g, 0.190 mmol) in anhydrous dichloromethane (0.6 mL) is added chloromethoxymethane (0.031 g, 0.379 mmol), followed by diisopropylethylamine (0.049 g, 0.379 mmol). The resulting mixture is stirred at 0° C. for 1 hour, and then is warmed to room temperature over 24 h. The mixture is diluted with dichloromethane, quenched by addition of saturat... Reactants: [Br-], O=C(O)CCCCCCC[P+](c1ccccc1)(c1ccccc1)c1ccccc1, C1CCOC1, O=Cc1cccs1. Yields the product O=C(O)CCCCCCC=Cc1cccs1. Reaction SMILES: [Br-:1].[C:2](=[O:3])([OH:4])[CH2:5][CH2:6][CH2:7][CH2:8][CH2:9][CH2:10][CH2:11][P+:12]([c:13]1[cH:14][cH:15][cH:16][cH:17][cH:18]1)([c:19]1[cH:20][cH:21][cH:22][cH:23][cH:24]1)[c:25]1[cH:26][cH:27][cH:28][cH:29][cH:30]1.[CH2:38]1[O:39][CH2:40][CH2:41][CH2:42]1.[s:31]1[c:32]([CH:36]=[O:37])[cH:33][cH:34][cH:35]1>>[C:2](=[O:3])([OH:4])[CH2:5][CH2:6][CH2:7][CH2:8][CH2:9][CH2:10][CH:11]=[CH:36][c:32]1[s:31][cH:35][cH:34][cH:33]1.